Dataset: the Open Reaction Database (ORD), a public repository of structured organic reaction records. Task: describe an organic reaction: reactants, conditions, products, and yield Starting materials: C\C(=C/CCO)\CC\C=C(\CCC=C(C)C)/C ((E,E)-4,8,12-trimethyl-3,7,11-tridecatrienol), C[N+]1(CCOCC1)[O-] (N-methymorpholine N-oxide), 4A. The reagents and catalysts are [Ru](=O)(=O)(=O)[O-].C(CC)[N+](CCC)(CCC)CCC (Tetrapropylammonium perruthenate). Run in C(C)#N (acetonitrile), C(C)#N (acetonitrile). Run at time 10 minute. Product: C\C(=C/CC=O)\CC\C=C(\CCC=C(C)C)/C ((E,E)-4,8,12-Trimethyl-3,7,11-tridecatrienal). Isolated yield 53.7%. RXN SMILES: [CH3:1]/[C:2](/[CH2:7][CH2:8]/[CH:9]=[C:10](\[CH3:17])/[CH2:11][CH2:12][CH:13]=[C:14]([CH3:16])[CH3:15])=[CH:3]\[CH2:4][CH2:5][OH:6].C[N+]1([O-])CCOCC1>C(#N)C.[Ru]([O-])(=O)(=O)=O.C([N+](CCC)(CCC)CCC)CC>[CH3:1]/[C:2](/[CH2:7][CH2:8]/[CH:9]=[C:10](\[CH3:17])/[CH2:11][CH2:12][CH:13]=[C:14]([CH3:16])[CH3:15])=[CH:3]\[CH2:4][CH:5]=[O:6] |f:3.4|. Procedure details: A solution of (E,E)-4,8,12-trimethyl-3,7,11-tridecatrienol (400 mg, 1.59 mmol) in acetonitrile (5 ml) was added to a slurry of N-methymorpholine N-oxide (280 mg, 2.38 mmol) and powdered 4A molecular sieves in acetonitrile (10 ml) and the mixture stirred at r.t. for 10 min. Tetrapropylammonium perruthenate (28 mg, 0.00795 mmol) was added in one portion and the resulting dark green slurry stirred at r.t for 1 hr. The reaction mixture was filtered through a plug of silica gel eluting with ethylacet... The reactants are O=Cc1ccc(-c2cccc(CNC(=O)Nc3ccccc3)c2)cc1, O=C1CSC(=O)N1. Yields the product O=C(NCc1cccc(-c2ccc(CC3SC(=O)NC3=O)cc2)c1)Nc1ccccc1. As a reaction SMILES: [CH:1](=[O:2])[c:3]1[cH:4][cH:5][c:6](-[c:9]2[cH:10][c:11]([CH2:15][NH:16][C:17](=[O:18])[NH:19][c:20]3[cH:21][cH:22][cH:23][cH:24][cH:25]3)[cH:12][cH:13][cH:14]2)[cH:7][cH:8]1.[S:26]1[C:27](=[O:32])[NH:28][C:29](=[O:31])[CH2:30]1>>[CH2:1]([c:3]1[cH:4][cH:5][c:6](-[c:9]2[cH:10][c:11]([CH2:15][NH:16][C:17](=[O:18])[NH:19][c:20]3[cH:21][cH:22][cH:23][cH:24][cH:25]3)[cH:12][cH:13][cH:14]2)[cH:7][cH:8]1)[CH:30]1[S:26][C:27](=[O:32])[NH:28][C:29]1=[O:31]. Reactants: NC1=CC=C(C=C1)NC1=C2C3=C(C(NC2=NC=C1)=O)C=CC=C3 (1-(4-Aminophenylamino)benzo[c][1,8]naphthyridin-6(5H)-one), CCN(C(C)C)C(C)C (DIEA), N(=C=O)C (isocyanatomethane). Run in CS(=O)C (DMSO). Run at time 4 hour. Product: CNC(=O)NC1=CC=C(C=C1)NC1=C2C3=C(C(NC2=NC=C1)=O)C=CC=C3 (1-Methyl-3-(4-(6-oxo-5,6-dihydrobenzo[c][1,8]naphthyridin-1-ylamino)phenyl)urea). Yield: 49.2%. Reaction SMILES: [NH2:1][C:2]1[CH:7]=[CH:6][C:5]([NH:8][C:9]2[CH:18]=[CH:17][N:16]=[C:15]3[C:10]=2[C:11]2[CH:23]=[CH:22][CH:21]=[CH:20][C:12]=2[C:13](=[O:19])[NH:14]3)=[CH:4][CH:3]=1.CCN(C(C)C)C(C)C.[N:33]([CH3:36])=[C:34]=[O:35]>CS(C)=O>[CH3:36][NH:33][C:34]([NH:1][C:2]1[CH:3]=[CH:4][C:5]([NH:8][C:9]2[CH:18]=[CH:17][N:16]=[C:15]3[C:10]=2[C:11]2[CH:23]=[CH:22][CH:21]=[CH:20][C:12]=2[C:13](=[O:19])[NH:14]3)=[CH:6][CH:7]=1)=[O:35]. Procedure: 340 (40 mg, 0.13 mmol), DIEA (34 mg, 0.26 mmol), and isocyanatomethane (11 mg, 0.18 mmol) were suspended in DMSO (1 mL), and stirred for 4 h at room temperature. The reaction mixture was quenched with H2O, filtered, washed with H2O and MeOH, and dried under vacuum to provide 342 (23 mg, 46% yield) as a solid. LC-MS (M+H=361, obsd.=361). The reactants are BrCCBr (1,2-dibromoethane), IC1CN(C1)C(=O)OC(C)(C)C (tert-butyl 3-iodoazetidine-1-carboxylate), ClC=1C(=C(C(=C(C1)C(C)=O)OC)I)C (1-(5-Chloro-3-iodo-2-methoxy-4-methylphenyl)ethanone), Cl[Si](C)(C)C (Chlorotrimethylsilane). The reagents and catalysts are [Zn] (Zinc), C=1C=CC(=CC1)/C=C/C(=O)/C=C/C2=CC=CC=C2.C=1C=CC(=CC1)/C=C/C(=O)/C=C/C2=CC=CC=C2.C=1C=CC(=CC1)/C=C/C(=O)/C=C/C2=CC=CC=C2.[Pd].[Pd] (tris(dibenzylideneacetone)dipalladium(0)), O1C(=CC=C1)P(C=1OC=CC1)C=1OC=CC1 (tri-(2-furyl)phosphine). Run in CN(C=O)C (DMF), CN(C=O)C (DMF), CN(C=O)C (N,N-dimethylformamide). Conditions: temperature 70 celsius, time 1 hour. Product: C(C)(=O)C=1C(=C(C(=C(C1)Cl)C)C1CN(C1)C(=O)OC(C)(C)C)OC (tert-Butyl 3-(3-acetyl-5-chloro-2-methoxy-6-methylphenyl)azetidine-1-carboxylate). Isolated yield 55.5%. As a reaction SMILES: BrCCBr.Cl[Si](C)(C)C.I[CH:11]1[CH2:14][N:13]([C:15]([O:17][C:18]([CH3:21])([CH3:20])[CH3:19])=[O:16])[CH2:12]1.[Cl:22][C:23]1[C:24]([CH3:35])=[C:25](I)[C:26]([O:32][CH3:33])=[C:27]([C:29](=[O:31])[CH3:30])[CH:28]=1>CN(C)C=O.[Zn].C1C=CC(/C=C/C(/C=C/C2C=CC=CC=2)=O)=CC=1.C1C=CC(/C=C/C(/C=C/C2C=CC=CC=2)=O)=CC=1.C1C=CC(/C=C/C(/C=C/C2C=CC=CC=2)=O)=CC=1.[Pd].[Pd].O1C=CC=C1P(C1OC=CC=1)C1OC=CC=1>[C:29]([C:27]1[C:26]([O:32][CH3:33])=[C:25]([CH:11]2[CH2:14][N:13]([C:15]([O:17][C:18]([CH3:21])([CH3:20])[CH3:19])=[O:16])[CH2:12]2)[C:24]([CH3:35])=[C:23]([Cl:22])[CH:28]=1)(=[O:31])[CH3:30] |f:6.7.8.9.10|. Procedure: Zinc (0.227 g, 3.48 mmol) was suspended with 1,2-dibromoethane (0.0434 g, 0.231 mmol) in N,N-dimethylformamide (DMF) (4.1 mL). The mixture was heated at 70° C. for 10 min and then cooled to room temperature. Chlorotrimethylsilane (0.029 mL, 0.23 mmol) was added dropwise and stirring was continued for 1 hour. A solution of tert-butyl 3-iodoazetidine-1-carboxylate (0.82 g, 2.9 mmol, from Oakwood) in DMF (3 mL) was then added and the mixture was heated at 40° C. for 1 h before a mixture of 1-(5-chl... The reactants are C(CCCCCCC)OP(=O)(C)CCOC(C)=O (2-acetoxyethyl-methyl phosphinic acid n-octyl ester), Cl (HCl). Solvent: CO (methanol). Yields the product C(CCCCCCC)OP(=O)(C)CCO (2-hydroxyethyl-methyl-phosphinic acid-n-octyl ester). Yield: 82.5%. RXN SMILES: [CH2:1]([O:9][P:10]([CH2:13][CH2:14][O:15]C(=O)C)([CH3:12])=[O:11])[CH2:2][CH2:3][CH2:4][CH2:5][CH2:6][CH2:7][CH3:8].Cl>CO>[CH2:1]([O:9][P:10]([CH2:13][CH2:14][OH:15])([CH3:12])=[O:11])[CH2:2][CH2:3][CH2:4][CH2:5][CH2:6][CH2:7][CH3:8]. Procedure details: 100 g of 2-acetoxyethyl-methyl phosphinic acid n-octyl ester are heated to 65°-70°C in 200 ml of methanol containing 0.5 wt.% of HCl, while simultaneously removing by distillation a mixture of methyl acetate/methanol. After distillation under reduced pressure 70 g of 2-hydroxyethyl-methyl-phosphinic acid-n-octyl ester (b.p. 139°C/0.2 torr) are obtained, corresponding to a yield of 82.5% of the theoretical. Reactants: O (Water), BrC1=CC=C(C=C1)[C@H](CC(=O)C1=CC=C(N=[N+]1[O-])OC)C1=C(C=CC=C1)C ((S)-6-(3-(4-bromophenyl)-3-o-tolylpropanoyl)-3-methoxypyridazine 1-oxide). The reagents and catalysts are [Zn] (zinc), [Mo](Cl)(Cl)(Cl)(Cl)Cl (molybdenum(V) chloride). Solvent: C1CCOC1 (THF). The product is BrC1=CC=C(C=C1)[C@H](CC(=O)C=1N=NC(=CC1)OC)C1=C(C=CC=C1)C ((S)-3-(4-Bromophenyl)-1-(6-methoxypyridazin-3-yl)-3-o-tolylpropan-1-one). Yield: 38.1%. As a reaction SMILES: O.[Br:2][C:3]1[CH:8]=[CH:7][C:6]([C@@H:9]([C:22]2[CH:27]=[CH:26][CH:25]=[CH:24][C:23]=2[CH3:28])[CH2:10][C:11]([C:13]2[N+:18]([O-])=[N:17][C:16]([O:20][CH3:21])=[CH:15][CH:14]=2)=[O:12])=[CH:5][CH:4]=1>C1COCC1.[Mo](Cl)(Cl)(Cl)(Cl)Cl.[Zn]>[Br:2][C:3]1[CH:8]=[CH:7][C:6]([C@@H:9]([C:22]2[CH:27]=[CH:26][CH:25]=[CH:24][C:23]=2[CH3:28])[CH2:10][C:11]([C:13]2[N:18]=[N:17][C:16]([O:20][CH3:21])=[CH:15][CH:14]=2)=[O:12])=[CH:5][CH:4]=1. Reported procedure: Water (0.2 mL) was added to a suspension of molybdenum(V) chloride (160 mg, 0.56 mmol) in THF (1 mL), then after 5 min zinc dust (60 mg, 0.92 mmol) was added portionwise, followed by (S)-6-(3-(4-bromophenyl)-3-o-tolylpropanoyl)-3-methoxypyridazine 1-oxide (100 mg, 0.23 mmol). The mixture was heated at reflux for 90 min, then partitioned between water and ethyl acetate. The organic layer was washed with brine, dried over magnesium sulfate, filtered, and evaporated in vacuo. Chromatography (SiO2; ... The reactants are [Cl-].[NH4+] (ammonium chloride), BrC(C(=O)NC1=C(C(=O)N)C=CC=C1)CC (2-(2-bromobutyrylamino) benzamide), COC1=C(C=CC=C1)N1CCNCC1 (1-(2-methoxyphenyl)piperazine), [OH-].[K+] (potassium hydroxide). The solvent is C(Cl)(Cl)Cl (chloroform), CCOCC (ether). Yields the product N1=CNC(C2=CC=CC=C12)=O (4(3H)-quinazolone). As a reaction SMILES: BrC(CC)[C:3]([NH:5][C:6]1[CH:14]=[CH:13][CH:12]=[CH:11][C:7]=1[C:8]([NH2:10])=[O:9])=O.COC1C=CC=CC=1N1CCNCC1.[OH-].[K+].[Cl-].[NH4+]>C(Cl)(Cl)Cl.CCOCC>[N:5]1[C:6]2[C:7](=[CH:11][CH:12]=[CH:13][CH:14]=2)[C:8](=[O:9])[NH:10][CH:3]=1 |f:2.3,4.5|. Procedure details: 19.2 g (0.06 moles) of 2-(2-bromobutyrylamino) benzamide and 35.7 g (0.186 moles) of 1-(2-methoxyphenyl)piperazine are heated to 70° C for 2 hours whilst stirring, and then mixed with a solution of 6.4 g of potassium hydroxide in 70 mls. of glycolmonoethyl ether and then heated to 70° C for a further 30 minutes. The reaction mixture is distributed between saturated ammonium chloride solution and chloroform, the chloroform phase is separated and after drying over calcined potassium carbonate is c... Reactants: [Br-], [Br-], [Br-], [Br-], CC(C)(C)OC(=O)N1CCC(O)(C2(c3cc(Br)ccc3F)SCCCS2)CC1, CCCC[N+](CCCC)(CCCC)CCCC, ClCCl, O, O, c1ccncc1, c1ccncc1. The product is CC(C)(C)OC(=O)N1CCC(O)(C(=O)c2cc(Br)ccc2F)CC1. Reaction SMILES: [Br-:1].[Br-:2].[Br-:3].[Br-:45].[C:10]([CH3:11])([CH3:12])([CH3:13])[O:14][C:15](=[O:16])[N:17]1[CH2:18][CH2:19][C:20]([OH:23])([C:24]2([c:30]3[c:31]([F:37])[cH:32][cH:33][c:34]([Br:36])[cH:35]3)[S:25][CH2:26][CH2:27][CH2:28][S:29]2)[CH2:21][CH2:22]1.[CH2:46]([N+:47]([CH2:48][CH2:49][CH2:50][CH3:51])([CH2:52][CH2:53][CH2:54][CH3:55])[CH2:56][CH2:57][CH2:58][CH3:59])[CH2:60][CH2:61][CH3:62].[Cl:63][CH2:64][Cl:65].[OH2:44].[OH2:66].[cH:38]1[cH:39][cH:40][n:41][cH:42][cH:43]1.[n:4]1[cH:5][cH:6][cH:7][cH:8][cH:9]1>>[C:10]([CH3:11])([CH3:12])([CH3:13])[O:14][C:15](=[O:16])[N:17]1[CH2:18][CH2:19][C:20]([OH:23])([C:24]([c:30]2[c:31]([F:37])[cH:32][cH:33][c:34]([Br:36])[cH:35]2)=[O:44])[CH2:21][CH2:22]1. Product: FC1=C(C=CC(=C1)F)C1=C(C(C2=CC(=CC=C12)OCCN1CCS(CC1)(=O)=O)=O)C=1C=NC(=CC1)OC (3-(2,4-difluorophenyl)-2-(6-methoxypyridin-3-yl)-6-[2-(1,1-dioxothiomorpholin-4-yl)ethoxy]-1H-inden-1-one). Procedure details: The procedure of Step 7 of Example 1 was repeated except for using 2-bromo-3-(2,4-difluorophenyl)-6-[2-(1,1-dioxothiomorpholin-4-yl)ethoxy]-1H-inden-1-one obtained in Step 1 of Example 112 as a starting material instead of 6-(2-morpholinoethoxy)-2-bromo-3-phenyl-1H-inden-1-one and 6-methoxy-3-pyridinylboronic acid instead of 3-pyridinylboronic acid to obtain the title compound (67%). Reactants: BrC=1C(C2=CC(=CC=C2C1C1=C(C=C(C=C1)F)F)OCCN1CCS(CC1)(=O)=O)=O (2-Bromo-3-(2,4-difluorophenyl)-6-[2-(1,1-dioxothiomorpholin-4-yl)ethoxy]-1H-inden-1-one), O1CCN(CC1)CCOC1=CC=C2C(=C(C(C2=C1)=O)Br)C1=CC=CC=C1 (6-(2-morpholinoethoxy)-2-bromo-3-phenyl-1H-inden-1-one), COC1=CC=C(C=N1)B(O)O (6-methoxy-3-pyridinylboronic acid). Yield: 67.0%. RXN SMILES: Br[C:2]1[C:3](=[O:30])[C:4]2[C:9]([C:10]=1[C:11]1[CH:16]=[CH:15][C:14]([F:17])=[CH:13][C:12]=1[F:18])=[CH:8][CH:7]=[C:6]([O:19][CH2:20][CH2:21][N:22]1[CH2:27][CH2:26][S:25](=[O:29])(=[O:28])[CH2:24][CH2:23]1)[CH:5]=2.O1CCN(CCOC2C=C3C(C(C4C=CC=CC=4)=C(Br)C3=O)=CC=2)CC1.[CH3:57][O:58][C:59]1[N:64]=[CH:63][C:62](B(O)O)=[CH:61][CH:60]=1>>[F:18][C:12]1[CH:13]=[C:14]([F:17])[CH:15]=[CH:16][C:11]=1[C:10]1[C:9]2[C:4](=[CH:5][C:6]([O:19][CH2:20][CH2:21][N:22]3[CH2:27][CH2:26][S:25](=[O:28])(=[O:29])[CH2:24][CH2:23]3)=[CH:7][CH:8]=2)[C:3](=[O:30])[C:2]=1[C:62]1[CH:63]=[N:64][C:59]([O:58][CH3:57])=[CH:60][CH:61]=1.